Dataset: the Open Reaction Database (ORD), a public repository of structured organic reaction records. Task: describe an organic reaction: reactants, conditions, products, and yield Reactants: CS(C)=O, CO, Cc1cc2nc(NC(=O)c3ccc(C(C)(C)O)cc3)cc(Cl)n2n1, OC1CCNC1, CN(C)C=O. The product is Cc1cc2nc(NC(=O)c3ccc(C(C)(C)O)cc3)cc(N3CCC(O)C3)n2n1. As a reaction SMILES: [CH3:36][S:37]([CH3:38])=[O:39].[CH3:40][OH:41].[Cl:1][c:2]1[cH:3][c:4]([NH:12][C:13]([c:14]2[cH:15][cH:16][c:17]([C:20]([CH3:21])([CH3:22])[OH:23])[cH:18][cH:19]2)=[O:24])[n:5][c:6]2[n:7]1[n:8][c:9]([CH3:11])[cH:10]2.[NH:25]1[CH2:26][CH:27]([OH:30])[CH2:28][CH2:29]1.[O:31]=[CH:32][N:33]([CH3:34])[CH3:35]>>[c:2]1([N:25]2[CH2:26][CH:27]([OH:30])[CH2:28][CH2:29]2)[cH:3][c:4]([NH:12][C:13]([c:14]2[cH:15][cH:16][c:17]([C:20]([CH3:21])([CH3:22])[OH:23])[cH:18][cH:19]2)=[O:24])[n:5][c:6]2[n:7]1[n:8][c:9]([CH3:11])[cH:10]2. The reactants are COC(CBr)=O (bromoacetic acid methyl ester), O (water), [H-].[Na+] (sodium hydride), C(C)(C)(C)OC(N[C@H](CC1=C2N(C=3C=CC(=CC13)O)CCC2)C)=O ((S)-[2-(6-hydroxy-2,3-dihydro-1H-3a-aza-cyclopenta[a]inden-8-yl)-1-methyl-ethyl]-carbamic acid tert-butyl ester). Run in CS(=O)C (dimethylsulfoxide), C(C)(=O)OCC (ethyl acetate). Reaction conditions: time 30 minute. Yields the product COC(COC1=CC=2C(=C3N(C2C=C1)CCC3)C[C@H](C)NC(=O)OC(C)(C)C)=O ((S)-[8-(2-tert-butoxycarbonylamino-propyl)-2,3-dihydro-1H-3a-aza-cyclopenta[a]inden-6-yloxy]-acetic acid methyl ester). Yield: 89.8%. As a reaction SMILES: [H-].[Na+].[C:3]([O:7][C:8](=[O:26])[NH:9][C@@H:10]([CH3:25])[CH2:11][C:12]1[C:20]2[CH:19]=[C:18]([OH:21])[CH:17]=[CH:16][C:15]=2[N:14]2[CH2:22][CH2:23][CH2:24][C:13]=12)([CH3:6])([CH3:5])[CH3:4].[CH3:27][O:28][C:29](=[O:32])[CH2:30]Br.O>CS(C)=O.C(OCC)(=O)C>[CH3:27][O:28][C:29](=[O:32])[CH2:30][O:21][C:18]1[CH:17]=[CH:16][C:15]2[N:14]3[CH2:22][CH2:23][CH2:24][C:13]3=[C:12]([CH2:11][C@@H:10]([NH:9][C:8]([O:7][C:3]([CH3:6])([CH3:4])[CH3:5])=[O:26])[CH3:25])[C:20]=2[CH:19]=1 |f:0.1|. Reported procedure: 0.42 g sodium hydride 55-65% in oil was added to a solution of 3.3 g (S)-[2-(6-hydroxy-2,3-dihydro-1H-3a-aza-cyclopenta[a]inden-8-yl)-1-methyl-ethyl]-carbamic acid tert-butyl ester in 30 mL dimethylsulfoxide and the mixture stirred at room temperature for 30 min. 1.68 g bromoacetic acid methyl ester was added to the resulting solution and the mixture stirred at room temperature for 2 h. The mixture was distributed between water and ethyl acetate. The phases separated and the organic phase was wa... The reactants are C(C1=CC=CC=C1)OC(NC=1C(N(C=CC1)CC(=O)NCC(CC)CC)=O)=O (benzyl-1-(2-(2-ethylbutylamino)-2-oxoethyl)-2-oxo-1,2-dihydropyridin-3-yl-carbamate). The reagents and catalysts are [Pd] (Pd/C). Solvent: CO (methanol). Run at time 2.5 hour. Yields the product NC=1C(N(C=CC1)CC(=O)NCC(CC)CC)=O (2-(3-Amino-2-oxopyridin-1(2H)-yl)-N-(2-ethylbutyl)acetamide). RXN SMILES: C(OC(=O)[NH:10][C:11]1[C:12](=[O:27])[N:13]([CH2:17][C:18]([NH:20][CH2:21][CH:22]([CH2:25][CH3:26])[CH2:23][CH3:24])=[O:19])[CH:14]=[CH:15][CH:16]=1)C1C=CC=CC=1>CO.[Pd]>[NH2:10][C:11]1[C:12](=[O:27])[N:13]([CH2:17][C:18]([NH:20][CH2:21][CH:22]([CH2:25][CH3:26])[CH2:23][CH3:24])=[O:19])[CH:14]=[CH:15][CH:16]=1. Procedure details: 5.22 g of benzyl-1-(2-(2-ethylbutylamino)-2-oxoethyl)-2-oxo-1,2-dihydropyridin-3-yl-carbamate (2.4, ˜11.2 mmol) are dissolved under nitrogen atmosphere in 60 mL of methanol. To this solution, 500 mg of Pd/C (10%) are added and stirred under hydrogen atmosphere at atmosphere pressure for 2.5 h. The catalysis is separated by filtration over silica gel, before the solvent is removed in vacuo. Dark oil is obtained and it is suitable for further processing without further purification.